This data is from the Open Reaction Database (ORD), a public repository of structured organic reaction records. The task is: describe an organic reaction: reactants, conditions, products, and yield The reactants are Brc1ccc(Br)nc1, C1CCOC1, [Li]CCCC, CC(C)=O. Yields the product CC(C)(O)c1ccc(Br)nc1. Reaction SMILES: [Br:1][c:2]1[n:3][cH:4][c:5]([Br:8])[cH:6][cH:7]1.[CH2:18]1[O:19][CH2:20][CH2:21][CH2:22]1.[CH2:9]([Li:10])[CH2:11][CH2:12][CH3:13].[CH3:14][C:15]([CH3:16])=[O:17]>>[Br:1][c:2]1[n:3][cH:4][c:5]([C:15]([CH3:14])([CH3:16])[OH:17])[cH:6][cH:7]1.